This data is from the Open Reaction Database (ORD), a public repository of structured organic reaction records. The task is: describe an organic reaction: reactants, conditions, products, and yield Starting materials: CC(=O)N1CCC(OCc2ccc(Cl)cc2)CC1, CO, [Na+], [OH-]. The product is Clc1ccc(COC2CCNCC2)cc1. Reaction SMILES: [C:1](=[O:2])([CH3:3])[N:4]1[CH2:5][CH2:6][CH:7]([O:10][CH2:11][c:12]2[cH:13][cH:14][c:15]([Cl:18])[cH:16][cH:17]2)[CH2:8][CH2:9]1.[CH3:19][OH:20].[Na+:22].[OH-:21]>>[NH:4]1[CH2:5][CH2:6][CH:7]([O:10][CH2:11][c:12]2[cH:13][cH:14][c:15]([Cl:18])[cH:16][cH:17]2)[CH2:8][CH2:9]1. The reactants are BrC=1C=C2C(=C(C=NC2=CC1)C(CCC)=O)N[C@@H]1CC[C@H](CC1)NC(OC(C)(C)C)=O (tert-butyl (trans-4-((6-bromo-3-butyrylquinolin-4-yl)amino)cyclohexyl)carbamate), ClC1=C(C(=CC(=C1)B1OC(C(O1)(C)C)(C)C)OC)O (2-chloro-6-methoxy-4-(4,4,5,5-tetramethyl-1,3,2-dioxaborolan-2-yl)phenol). The product is C(CCC)(=O)C=1C=NC2=CC=C(C=C2C1N[C@@H]1CC[C@H](CC1)NC(OC(C)(C)C)=O)C1=CC(=C(C(=C1)OC)O)Cl (tert-butyl (trans-4-((3-butyryl-6-(3-chloro-4-hydroxy-5-methoxyphenyl)quinolin-4-yl)amino)cyclohexyl)carbamate). Isolated yield 63.4%. Reaction SMILES: Br[C:2]1[CH:3]=[C:4]2[C:9](=[CH:10][CH:11]=1)[N:8]=[CH:7][C:6]([C:12](=[O:16])[CH2:13][CH2:14][CH3:15])=[C:5]2[NH:17][C@H:18]1[CH2:23][CH2:22][C@H:21]([NH:24][C:25](=[O:31])[O:26][C:27]([CH3:30])([CH3:29])[CH3:28])[CH2:20][CH2:19]1.[Cl:32][C:33]1[CH:38]=[C:37](B2OC(C)(C)C(C)(C)O2)[CH:36]=[C:35]([O:48][CH3:49])[C:34]=1[OH:50]>>[C:12]([C:6]1[CH:7]=[N:8][C:9]2[C:4]([C:5]=1[NH:17][C@H:18]1[CH2:23][CH2:22][C@H:21]([NH:24][C:25](=[O:31])[O:26][C:27]([CH3:28])([CH3:30])[CH3:29])[CH2:20][CH2:19]1)=[CH:3][C:2]([C:37]1[CH:36]=[C:35]([O:48][CH3:49])[C:34]([OH:50])=[C:33]([Cl:32])[CH:38]=1)=[CH:11][CH:10]=2)(=[O:16])[CH2:13][CH2:14][CH3:15]. Procedure: Following general procedure D, tert-butyl (trans-4-((6-bromo-3-butyrylquinolin-4-yl)amino)cyclohexyl)carbamate (49 mg, 0.10 mmol) was reacted with 2-chloro-6-methoxy-4-(4,4,5,5-tetramethyl-1,3,2-dioxaborolan-2-yl)phenol (43 mg, 0.15 mmol) to afford the desired product (36 mg, 63%) as a yellow solid. ESI MS m/z 568 [C31H38ClN3O5+H]+ Starting materials: Cl (hydrochloric acid), C([O-])(O)=O.[Na+] (Sodium bicarbonate), OCC1=NN=C(S1)S (5-hydroxymethyl-1,3,4-thiadiazole-2-thiol), CC(=O)OCC1=C(N2[C@@H]([C@@H](C2=O)N)SC1)C(=O)O (7-aminocephalosporanic acid). The solvent is O (water). Yields the product NC1[C@@H]2N(C(=C(CS2)CSC=2SC(=NN2)CO)C(=O)O)C1=O (7-amino-3-(5-hydroxymethyl-1,3,4-thiadiazol-2-yl)thiomethyl-3-cephem-4-carboxylic acid). The yield is 66.7%. Reaction SMILES: C(=O)(O)[O-].[Na+].[OH:6][CH2:7][C:8]1[S:12][C:11]([SH:13])=[N:10][N:9]=1.CC(O[CH2:18][C:19]1[CH2:28][S:27][C@@H:22]2[C@H:23]([NH2:26])[C:24](=[O:25])[N:21]2[C:20]=1[C:29]([OH:31])=[O:30])=O.Cl>O>[NH2:26][CH:23]1[C:24](=[O:25])[N:21]2[C:20]([C:29]([OH:31])=[O:30])=[C:19]([CH2:18][S:13][C:11]3[S:12][C:8]([CH2:7][OH:6])=[N:9][N:10]=3)[CH2:28][S:27][C@H:22]12 |f:0.1|. Reported procedure: Sodium bicarbonate (0.84 g.) and 5-hydroxymethyl-1,3,4-thiadiazole-2-thiol (0.74 g.) were dissolved in water (40 ml.), and the solution was warmed on a water bath. To the solution was added all at once 7-aminocephalosporanic acid (1.36 g.) at 45° C. The mixture was stirred at 70°-73° C for an hour. After the reaction, the reaction mixture was cooled to 0°-5° C and adjusted to pH 5.0 with 10% hydrochloric acid. The precipitating crystals were collected by filtration to give 7-amino-3-(5-hydroxyme... The reactants are C(C)(C)(C)OC(NC1=CC(=CC=C1)N(CC1=CC=CC=C1)S(=O)(=O)C1=CC=CC=C1)=O ([3-(benzenesulfonyl-benzyl-amino)-phenyl]-carbamic acid tert-butyl ester), FC(C(=O)O)(F)F (trifluoroacetic acid). Solvent: ClCCl (dichloromethane), O (water). Product: NC=1C=C(C=CC1)N(S(=O)(=O)C1=CC=CC=C1)CC1=CC=CC=C1 (N-(3-Amino-phenyl)-N-benzyl-benzene sulfonamide). Yield: 98.5%. RXN SMILES: C(OC(=O)[NH:7][C:8]1[CH:13]=[CH:12][CH:11]=[C:10]([N:14]([S:22]([C:25]2[CH:30]=[CH:29][CH:28]=[CH:27][CH:26]=2)(=[O:24])=[O:23])[CH2:15][C:16]2[CH:21]=[CH:20][CH:19]=[CH:18][CH:17]=2)[CH:9]=1)(C)(C)C.FC(F)(F)C(O)=O>ClCCl.O>[NH2:7][C:8]1[CH:9]=[C:10]([N:14]([CH2:15][C:16]2[CH:17]=[CH:18][CH:19]=[CH:20][CH:21]=2)[S:22]([C:25]2[CH:30]=[CH:29][CH:28]=[CH:27][CH:26]=2)(=[O:24])=[O:23])[CH:11]=[CH:12][CH:13]=1. Reported procedure: A solution of [3-(benzenesulfonyl-benzyl-amino)-phenyl]-carbamic acid tert-butyl ester (1.09 g, 2.49 mmol) and trifluoroacetic acid (2.5 ml) in dichloromethane (22.5 ml) were stirred at room temperature for 90 minutes. The reaction mixture was diluted with water (100 ml) and extracted with dichloromethane (3×75 ml). The combined organics were dried (magnesium sulphate) and concentrated in vacuo to afford the title compound as a brown oil (0.83 g, 99%). HPLC retention time 5.9 min. The product is ClC=1C(=C(C(=O)NN)C(=CC1)Cl)OC (3,6-Dichloro-2-methoxybenzoylhydrazine). Run at time 2 hour. The reactants are NN (hydrazine), ClC=1C(=C(C(=O)Cl)C(=CC1)Cl)OC (3,6-dichloro-2-methoxybenzoyl chloride). Solvent: C(Cl)(Cl)Cl (chloroform). Reaction SMILES: [NH2:1][NH2:2].[Cl:3][C:4]1[C:5]([O:14][CH3:15])=[C:6]([C:10]([Cl:13])=[CH:11][CH:12]=1)[C:7](Cl)=[O:8]>C(Cl)(Cl)Cl>[Cl:3][C:4]1[C:5]([O:14][CH3:15])=[C:6]([C:10]([Cl:13])=[CH:11][CH:12]=1)[C:7]([NH:1][NH2:2])=[O:8]. Procedure details: To a solution of 0.22 mol. hydrazine in 100 ml. chloroform at -10° C. was added 0.1 mol. of 3,6-dichloro-2-methoxybenzoyl chloride. The mixture was stirred at ambient temperature for 2 hours, filtered, and the filtrate evaporated in vacuo. The residue was crystallized from methanol and water, then recrystallized from chloroform and hexane to obtain the titled product, m.p. 144°-145° C. Reactants: ClC1=C(C=CC(=C1)Cl)C1=C(C=CC(=C1)F)[N+](=O)[O-] (2-(2,4-dichlorophenyl)-4-fluoro-1-nitrobenzene), NC1=NC(=CC=C1[N+](=O)[O-])NCCN (2-amino-3-nitro-6-(2-aminoethylamino)pyridine), C(C)(C)N(C(C)C)CC (N,N-diisopropylethyl amine). Run in CN(C=O)C (N,N-dimethylformamide). Reaction conditions: temperature 80 celsius. The product is ClC1=C(C=CC(=C1)Cl)C1=CC(=CC=C1[N+](=O)[O-])NCCNC1=CC=C(C(=N1)N)[N+](=O)[O-] (N˜6˜-{2-[(2′,4′-dichloro-6-nitro-1,1′-biphenyl-3-yl)amino] ethyl}-3-nitropyridine-2,6-diamine). Yield: 25.2%. Reaction SMILES: [Cl:1][C:2]1[CH:7]=[C:6]([Cl:8])[CH:5]=[CH:4][C:3]=1[C:9]1[CH:14]=[C:13](F)[CH:12]=[CH:11][C:10]=1[N+:16]([O-:18])=[O:17].[NH2:19][C:20]1[C:25]([N+:26]([O-:28])=[O:27])=[CH:24][CH:23]=[C:22]([NH:29][CH2:30][CH2:31][NH2:32])[N:21]=1.C(N(CC)C(C)C)(C)C>CN(C)C=O>[Cl:1][C:2]1[CH:7]=[C:6]([Cl:8])[CH:5]=[CH:4][C:3]=1[C:9]1[C:10]([N+:16]([O-:18])=[O:17])=[CH:11][CH:12]=[C:13]([NH:32][CH2:31][CH2:30][NH:29][C:22]2[N:21]=[C:20]([NH2:19])[C:25]([N+:26]([O-:28])=[O:27])=[CH:24][CH:23]=2)[CH:14]=1. Reported procedure: To 2-(2,4-dichlorophenyl)-4-fluoro-1-nitrobenzene (20 mgs, 0.06 mmol) in N,N-dimethylformamide was added 2-amino-3-nitro-6-(2-aminoethylamino)pyridine (14 mgs, 0.07 mmol) and N,N-diisopropylethyl amine (16 μl, 0.07 mmol) and heated to 80° C. over-night. The mixture was partitioned between ethyl acetate and water and the organic layer was dried (MgSO4) and concentrated. Purification on silica gel with 5% methanol in dichloromethane as eluent yielded 7 mgs of N˜6˜-{2-[(2′,4′-dichloro-6-nitro-1,1′-...